This data is from the Open Reaction Database (ORD), a public repository of structured organic reaction records. The task is: describe an organic reaction: reactants, conditions, products, and yield Reactants: BrCCOCc1ccccc1, O=C([O-])[O-], [Cs+], [Cs+], CN(C)C=O, COc1ccc(O)c(C=O)c1. The product is COc1ccc(OCCOCc2ccccc2)c(C=O)c1. RXN SMILES: [Br:18][CH2:19][CH2:20][O:21][CH2:22][c:23]1[cH:24][cH:25][cH:26][cH:27][cH:28]1.[C:12](=[O:13])([O-:14])[O-:15].[Cs+:16].[Cs+:17].[O:29]=[CH:30][N:31]([CH3:32])[CH3:33].[OH:1][c:2]1[c:3]([CH:4]=[O:5])[cH:6][c:7]([O:10][CH3:11])[cH:8][cH:9]1>>[O:1]([c:2]1[c:3]([CH:4]=[O:5])[cH:6][c:7]([O:10][CH3:11])[cH:8][cH:9]1)[CH2:19][CH2:20][O:21][CH2:22][c:23]1[cH:24][cH:25][cH:26][cH:27][cH:28]1. Starting materials: CC(C)(C)[Si](C)(C)Cl, Nc1nc(=O)n(C2CC(O)C(CO)O2)cc1I, CN(C)C=O, c1c[nH]cn1. The product is CC(C)(C)[Si](C)(C)OCC1OC(n2cc(I)c(N)nc2=O)CC1O. RXN SMILES: [C:23]([CH3:24])([CH3:25])([CH3:26])[Si:27]([CH3:28])([CH3:29])[Cl:30].[I:1][c:2]1[c:3]([NH2:17])[n:4][c:5](=[O:16])[n:6]([CH:7]2[CH2:8][CH:9]([OH:10])[CH:11]([CH2:12][OH:13])[O:14]2)[cH:15]1.[O:31]=[CH:32][N:33]([CH3:34])[CH3:35].[nH:18]1[cH:19][cH:20][n:21][cH:22]1>>[I:1][c:2]1[c:3]([NH2:17])[n:4][c:5](=[O:16])[n:6]([CH:7]2[CH2:8][CH:9]([OH:10])[CH:11]([CH2:12][O:13][Si:27]([C:23]([CH3:24])([CH3:25])[CH3:26])([CH3:28])[CH3:29])[O:14]2)[cH:15]1. The reactants are O1C(=CC=C1)C(C#N)N (α-(2-Furyl)-α-aminoacetonitrile), N=1C=CN2C1C=CC=C2C(=O)Cl (imidazo[1,2-a]pyridine-5-carboxylic acid chloride). Solvent: C(C)#N (acetonitrile). The product is N=1C=CN2C1C=CC=C2C(=O)NC(C#N)C=2OC=CC2 (α-(imidazo[1,2-a]pyridin-5-ylcarbonylamino)-(2-furyl)acetonitrile). The yield is 61.0%. RXN SMILES: [O:1]1[CH:5]=[CH:4][CH:3]=[C:2]1[CH:6]([NH2:9])[C:7]#[N:8].[N:10]1[CH:11]=[CH:12][N:13]2[C:18]([C:19](Cl)=[O:20])=[CH:17][CH:16]=[CH:15][C:14]=12>C(#N)C>[N:10]1[CH:11]=[CH:12][N:13]2[C:18]([C:19]([NH:9][CH:6]([C:2]3[O:1][CH:5]=[CH:4][CH:3]=3)[C:7]#[N:8])=[O:20])=[CH:17][CH:16]=[CH:15][C:14]=12. Reported procedure: α-(2-Furyl)-α-aminoacetonitrile (0.7 g, 5.5 m moles) was dissolved in acetonitrile (20 ml), and imidazo[1,2-a]pyridine-5-carboxylic acid chloride (1.0 g, 5.5 m moles) was added thereto and reacted at room temperature for 2 hours. After completion of the reaction, the solvent was removed from the reaction mixture. To the residue were added water (20 ml), saturated aqueous solution of sodium bicarbonate (50 ml) and chloroform (50 ml), and the mixture was stirred. The organic layer was separated, d... Starting materials: 512f, COCCN1CCSC2=C(C1)C=C(C=C2)N (8-(2-methoxy-ethyl)-6,7,8,9-tetrahydro-5-thia-8-aza-benzocyclohepten-2-ylamine), ClC1=NC=C(C(=N1)NC1=C(C(=O)NC)C=CC=C1)Cl (2-(2,5-dichloro-pyrimidin-4-ylamino)-N-methyl benzamide). Product: ClC=1C(=NC(=NC1)NC=1C=CC2=C(CN(CCS2)CCOC)C1)NC1=C(C(=O)NC)C=CC=C1 (2-{5-chloro-2-[8-(2-methoxy-ethyl)-6,7,8,9-tetrahydro-5-thia-8-aza-benzocyclohepten-2-ylamino]-pyrimidin-4-ylamino}-N-methyl-benzamide). Isolated yield 41.5%. Reaction SMILES: [CH3:1][O:2][CH2:3][CH2:4][N:5]1[CH2:11][C:10]2[CH:12]=[C:13]([NH2:16])[CH:14]=[CH:15][C:9]=2[S:8][CH2:7][CH2:6]1.Cl[C:18]1[N:23]=[C:22]([NH:24][C:25]2[CH:34]=[CH:33][CH:32]=[CH:31][C:26]=2[C:27]([NH:29][CH3:30])=[O:28])[C:21]([Cl:35])=[CH:20][N:19]=1>>[Cl:35][C:21]1[C:22]([NH:24][C:25]2[CH:34]=[CH:33][CH:32]=[CH:31][C:26]=2[C:27]([NH:29][CH3:30])=[O:28])=[N:23][C:18]([NH:16][C:13]2[CH:14]=[CH:15][C:9]3[S:8][CH2:7][CH2:6][N:5]([CH2:4][CH2:3][O:2][CH3:1])[CH2:11][C:10]=3[CH:12]=2)=[N:19][CH:20]=1. Reported procedure: Following the procedure of 512f, 8-(2-methoxy-ethyl)-6,7,8,9-tetrahydro-5-thia-8-aza-benzocyclohepten-2-ylamine (0.07 g, 0.00029 mol) and 2-(2,5-dichloro-pyrimidin-4-ylamino)-N-methyl benzamide (0.086 g, 0.00029 mol) were reacted. Purification was carried by SiO2 prep plate chromatography giving 2-{5-chloro-2-[8-(2-methoxy-ethyl)-6,7,8,9-tetrahydro-5-thia-8-aza-benzocyclohepten-2-ylamino]-pyrimidin-4-ylamino}-N-methyl-benzamide (0.06 g, 43%) as a grey solid. MP: 176-7° C.; 1H-NMR (DMSO-d6) 11.63... Reactants: CC1=NC2=CC=CC=C2C(=C1)O (2-methyl-4-hydroxyquinoline), CN(C(=O)Cl)C (dimethylcarbamic acid chloride). Solvent: CN(C=O)C (dimethylformamide). Product: CC1=NC2=CC=CC=C2C(=C1)OC(=O)N(C)C (2-methyl-4-dimethylaminocarbonyloxyquinoline). As a reaction SMILES: [CH3:1][C:2]1[CH:11]=[C:10]([OH:12])[C:9]2[C:4](=[CH:5][CH:6]=[CH:7][CH:8]=2)[N:3]=1.[CH3:13][N:14]([CH3:18])[C:15](Cl)=[O:16]>CN(C)C=O>[CH3:1][C:2]1[CH:11]=[C:10]([O:12][C:15]([N:14]([CH3:18])[CH3:13])=[O:16])[C:9]2[C:4](=[CH:5][CH:6]=[CH:7][CH:8]=2)[N:3]=1. Procedure details: 24 g (0,15 mole) of 2-methyl-4-hydroxyquinoline were dissolved in 200 ml of dimethylformamide (anhydrous and free from amine), 23 g (0,22 mole) of triethylmine were added and, subsequently, 24 g (0,22 mole) of dimethylcarbamic acid chloride added dropwise. The reactants are C(C)(C)(C)OC(NC1=C(C=CC=C1)NC(\C=C\C1=CC=C(C=C1)C(C(NC1=CC=C(C=C1)C(F)(F)F)=O)N(CCN1CCOCC1)C=O)=O)=O ((E)-[2-(3-{4-[[Formyl-(2-morpholin-4-yl-ethyl)-amino]-(4-trifluoromethyl-phenylcarbamoyl)-methyl]-phenyl}-acryloylamino)-phenyl]-carbamic acid tert-butyl ester), Cl (HCl). The solvent is CO (methanol). Yields the product NC1=C(C=CC=C1)NC(\C=C\C1=CC=C(C=C1)C(C(NC1=CC=C(C=C1)C(F)(F)F)=O)NCCN1CCOCC1)=O ((E)-N-(2-Amino-phenyl)-3-{4-[(2-morpholin-4-yl-ethylamino)-(4-trifluoromethyl-phenylcarbamoyl)-methyl]-phenyl}-acrylamide). Isolated yield 23.7%. As a reaction SMILES: C(OC(=O)[NH:7][C:8]1[CH:13]=[CH:12][CH:11]=[CH:10][C:9]=1[NH:14][C:15](=[O:49])/[CH:16]=[CH:17]/[C:18]1[CH:23]=[CH:22][C:21]([CH:24]([N:38](C=O)[CH2:39][CH2:40][N:41]2[CH2:46][CH2:45][O:44][CH2:43][CH2:42]2)[C:25](=[O:37])[NH:26][C:27]2[CH:32]=[CH:31][C:30]([C:33]([F:36])([F:35])[F:34])=[CH:29][CH:28]=2)=[CH:20][CH:19]=1)(C)(C)C.Cl>CO>[NH2:7][C:8]1[CH:13]=[CH:12][CH:11]=[CH:10][C:9]=1[NH:14][C:15](=[O:49])/[CH:16]=[CH:17]/[C:18]1[CH:23]=[CH:22][C:21]([CH:24]([NH:38][CH2:39][CH2:40][N:41]2[CH2:46][CH2:45][O:44][CH2:43][CH2:42]2)[C:25](=[O:37])[NH:26][C:27]2[CH:32]=[CH:31][C:30]([C:33]([F:34])([F:35])[F:36])=[CH:29][CH:28]=2)=[CH:20][CH:19]=1. Procedure: (E)-[2-(3-{4-[[Formyl-(2-morpholin-4-yl-ethyl)-amino]-(4-trifluoromethyl-phenylcarbamoyl)-methyl]-phenyl}-acryloylamino)-phenyl]-carbamic acid tert-butyl ester (300 mg, 0.432 mmol) was treated with 1.25M HCl in methanol (2.6 mL) at room temperature overnight. The reaction was quenched slowly with solid sodium bicarbonate until the pH was 6-7. The mixture was diluted in acetonitrile with a small amount of dimethylsulfoxide, passed through a 40 μm pipette filter, and then purified by preparative H... Starting materials: CC(C)OCCC=CCCl, [Na+], [Na+], O=C([O-])[O-], O. The product is CC(C)OCCC=CCO. As a reaction SMILES: [Cl:1][CH2:2][CH:3]=[CH:4][CH2:5][CH2:6][O:7][CH:8]([CH3:9])[CH3:10].[Na+:11].[Na+:12].[O-:13][C:14](=[O:15])[O-:16].[OH2:17]>>[CH2:2]([CH:3]=[CH:4][CH2:5][CH2:6][O:7][CH:8]([CH3:9])[CH3:10])[OH:13]. Starting materials: [OH-].[NH4+] (ammonium hydroxide), Cl (hydrochloric acid), O=C[C@H](O)[C@@H](O)[C@H](O)[C@H](O)CO (glucose), C(CC[C@@H](C(=O)O)NC(=O)C1=CC=C(NCC=2CNC=3N=C(N)NC(=O)C3N2)C=C1)(=O)[O-] (dihydrofolate), C1=CC(=C[N+](=C1)[C@H]2[C@@H]([C@@H]([C@H](O2)COP(=O)(O)OP(=O)(O)OC[C@@H]3[C@H]([C@H]([C@@H](O3)N4C=NC5=C4N=CN=C5N)OP(=O)(O)O)O)O)O)C(=O)N (NADP), O=C[C@H](O)[C@@H](O)[C@H](O)[C@H](O)CO (glucose), O=C[C@H](O)[C@@H](O)[C@H](O)[C@H](O)CO (glucose), C(CC[C@@H](C(=O)O)NC(=O)C1=CC=C(NCC=2CNC=3N=C(N)NC(=O)C3N2)C=C1)(=O)[O-] (dihydrofolate), [OH-].[NH4+] (ammonium hydroxide), Cl (hydrochloric acid). Solvent: O (water), O (water), O (water), O (water). Reaction conditions: time 1 hour. Yields the product C(CC[C@@H](C(=O)O)NC(=O)C1=CC=C(NCC2CNC=3N=C(N)NC(=O)C3N2)C=C1)(=O)O (tetrahydrofolic acid). Reaction SMILES: [OH-].[NH4+].Cl.O=C[C@@H]([C@H]([C@@H]([C@@H](CO)O)O)O)O.[C:16]([O-:47])(=[O:46])[CH2:17][CH2:18][C@H:19]([NH:23][C:24]([C:26]1[CH:45]=[CH:44][C:29]([NH:30][CH2:31][C:32]2[CH2:33][NH:34][C:35]3[N:36]=[C:37]([NH:39][C:40]([C:42]=3[N:43]=2)=[O:41])[NH2:38])=[CH:28][CH:27]=1)=[O:25])[C:20]([OH:22])=[O:21].C1C=[N+]([C@@H]2O[C@H](COP(OP(OC[C@H]3O[C@@H](N4C5N=CN=C(N)C=5N=C4)[C@H](OP(O)(O)=O)[C@@H]3O)(O)=O)(O)=O)[C@@H](O)[C@H]2O)C=C(C(N)=O)C=1>O>[C:16]([OH:47])(=[O:46])[CH2:17][CH2:18][C@H:19]([NH:23][C:24]([C:26]1[CH:27]=[CH:28][C:29]([NH:30][CH2:31][CH:32]2[NH:43][C:42]3[C:40](=[O:41])[NH:39][C:37]([NH2:38])=[N:36][C:35]=3[NH:34][CH2:33]2)=[CH:44][CH:45]=1)=[O:25])[C:20]([OH:22])=[O:21] |f:0.1|. Reported procedure: In the second step, the recovered solid is suspended in water (100 mL) and concentrated ammonium hydroxide (7.2 mL) is added to dissolve the solid and attain a pH of 8.6. The pH of this solution is adjusted to 7.5 by the addition of 6N hydrochloric acid (9 mL). To this solution is added glucose dehydrogenase (20 mg), dihydrofolate reductase (7 mg), NADP (280 mg), glucose (6 g) and water (40 mL). This solution is allowed to stir under N2 for 1 hour. After this time glucose dehydrogenase (16 mg), ...